From a dataset of the Open Reaction Database (ORD), a public repository of structured organic reaction records. describe an organic reaction: reactants, conditions, products, and yield Reactants: ice, NC1=CC=C2C(=NC=NC2=C1)NC1=CC(=CC=C1)Br (7-amino-4-(3-bromoanilino)-quinazoline), C(\C=C\C)(=O)Cl (crotonic acid chloride). The solvent is O1CCCC1 (tetrahydrofuran), O1CCCC1 (tetrahydrofuran). Run at time 15 hour. Product: BrC=1C=C(C=CC1)NC1=NC=NC2=CC(=CC=C12)NC(C=CC)=O (But-2-enoic acid [4-(3-bromo-phenylamino)-quinazolin-7-yl]-amide). Yield: 31.2%. RXN SMILES: [NH2:1][C:2]1[CH:11]=[C:10]2[C:5]([C:6]([NH:12][C:13]3[CH:18]=[CH:17][CH:16]=[C:15]([Br:19])[CH:14]=3)=[N:7][CH:8]=[N:9]2)=[CH:4][CH:3]=1.[C:20](Cl)(=[O:24])/[CH:21]=[CH:22]/[CH3:23]>O1CCCC1>[Br:19][C:15]1[CH:14]=[C:13]([NH:12][C:6]2[C:5]3[C:10](=[CH:11][C:2]([NH:1][C:20](=[O:24])[CH:21]=[CH:22][CH3:23])=[CH:3][CH:4]=3)[N:9]=[CH:8][N:7]=2)[CH:18]=[CH:17][CH:16]=1. Procedure details: To an ice cold solution of 0.158 g of 7-amino-4-(3-bromoanilino)-quinazoline (J Med Chem, 1985:3482) in 5 mL of tetrahydrofuran was added dropwise a solution of 0.105 g of crotonic acid chloride in 5 mL of tetrahydrofuran. When the addition was complete, the ice bath was removed and the reaction stirred at room temperature for 15 hours. The reaction was filtered to remove the yellow solid which was washed with tetrahydrofuran and recrystallized from 20 mL of boiling methanol to afford 0.060 g of... Starting materials: CN1CCCC1CO, FC(F)(F)c1cncc(Cl)c1, CN(C)C=O. Product: CN1CCCC1COc1cncc(C(F)(F)F)c1. Reaction SMILES: [CH3:1][N:2]1[CH:3]([CH2:7][OH:8])[CH2:4][CH2:5][CH2:6]1.[Cl:9][c:10]1[cH:11][n:12][cH:13][c:14]([C:16]([F:17])([F:18])[F:19])[cH:15]1.[O:20]=[CH:21][N:22]([CH3:23])[CH3:24]>>[CH3:1][N:2]1[CH:3]([CH2:7][O:8][c:10]2[cH:11][n:12][cH:13][c:14]([C:16]([F:17])([F:18])[F:19])[cH:15]2)[CH2:4][CH2:5][CH2:6]1. Reactants: CO, N#C[K], CCOC(=O)c1ncn2c1C1CCCN1C(=O)c1ccccc1-2. Product: COC(=O)c1ncn2c1C1CCCN1C(=O)c1ccccc1-2. Reaction SMILES: [CH3:27][OH:28].[K:24][C:25]#[N:26].[O:1]=[C:2]1[N:3]2[CH:4]([c:5]3[n:6]([cH:13][n:14][c:15]3[C:16](=[O:17])[O:18][CH2:19][CH3:20])-[c:7]3[c:8]1[cH:9][cH:10][cH:11][cH:12]3)[CH2:21][CH2:22][CH2:23]2>>[O:1]=[C:2]1[N:3]2[CH:4]([c:5]3[n:6]([cH:13][n:14][c:15]3[C:16](=[O:17])[O:18][CH3:19])-[c:7]3[c:8]1[cH:9][cH:10][cH:11][cH:12]3)[CH2:21][CH2:22][CH2:23]2. Starting materials: [Br-], COc1ccc(CCNC(=O)C(=CO)c2ccc3c(c2)CCCC3)cc1OC, CCCC[N+](CCCC)(CCCC)CCCC, COCCOC, FC(F)Cl, [K+], [OH-]. Yields the product COc1ccc(CCNC(=O)C(=COC(F)F)c2ccc3c(c2)CCCC3)cc1OC. RXN SMILES: [Br-:35].[CH3:1][O:2][c:3]1[cH:4][c:5]([CH2:11][CH2:12][NH:13][C:14]([C:15](=[CH:16][OH:17])[c:18]2[cH:19][c:20]3[c:25]([cH:26][cH:27]2)[CH2:24][CH2:23][CH2:22][CH2:21]3)=[O:28])[cH:6][cH:7][c:8]1[O:9][CH3:10].[CH3:36][CH2:37][CH2:38][CH2:39][N+:40]([CH2:41][CH2:42][CH2:43][CH3:44])([CH2:45][CH2:46][CH2:47][CH3:48])[CH2:49][CH2:50][CH2:51][CH3:52].[CH3:53][O:54][CH2:55][CH2:56][O:57][CH3:58].[Cl:31][CH:32]([F:33])[F:34].[K+:30].[OH-:29]>>[CH3:1][O:2][c:3]1[cH:4][c:5]([CH2:11][CH2:12][NH:13][C:14]([C:15](=[CH:16][O:17][CH:32]([F:33])[F:34])[c:18]2[cH:19][c:20]3[c:25]([cH:26][cH:27]2)[CH2:24][CH2:23][CH2:22][CH2:21]3)=[O:28])[cH:6][cH:7][c:8]1[O:9][CH3:10].